This data is from the Open Reaction Database (ORD), a public repository of structured organic reaction records. The task is: describe an organic reaction: reactants, conditions, products, and yield RXN SMILES: [CH3:1][N:2]1[C@H:16]2[C@@:6]([O:18][CH3:19])([C:7]3[CH:8]=[CH:9][CH:10]=[C:11]4[C:17]=3[C:14]([CH2:15]2)=[CH:13][NH:12]4)[CH2:5][C@@H:4]([C:20]2([C:25]3[CH:26]=[N:27][CH:28]=[C:29]([Br:31])[CH:30]=3)[S:24][CH2:23][N:22]=[N:21]2)[CH2:3]1.[CH3:32]N1[C@H]2[C@@](OC)(C3C=CC=C4C=3C(C2)=CN4)C[C@@](C2N=C(C3C=NC=C(Br)C=3)ON=2)(C)C1>>[CH3:32][N:12]1[C:11]2[C:17]3[C:14]([CH2:15][C@@H:16]4[C@@:6]([O:18][CH3:19])([C:7]=3[CH:8]=[CH:9][CH:10]=2)[CH2:5][C@@H:4]([C:20]2([C:25]3[CH:26]=[N:27][CH:28]=[C:29]([Br:31])[CH:30]=3)[S:24][CH2:23][N:22]=[N:21]2)[CH2:3][N:2]4[CH3:1])=[CH:13]1. The reactants are CN1C[C@@H](C[C@@]2(C=3C=CC=C4NC=C(C[C@@H]12)C34)OC)C3(N=NCS3)C=3C=NC=C(C3)Br (6-methyl-8β-[5-(5-bromo-pyridin-3-yl)-1,3,4-thiadiazol-5-yl]-10α-methoxy-ergoline), CN1C[C@@](C[C@@]2(C=3C=CC=C4NC=C(C[C@@H]12)C34)OC)(C)C3=NOC(=N3)C=3C=NC=C(C3)Br (6-methyl-8β-methy-[5-(5-bromo-pyridin-3-yl)-1,2,4-oxadiazol-3-yl]-10α-methoxy-ergoline). Yield: 35.0%. The product is CN1C=C2C[C@H]3N(C[C@@H](C[C@@]3(C=3C=CC=C1C32)OC)C3(N=NCS3)C=3C=NC=C(C3)Br)C (1,6-Dimethyl-8β-[5-(5-bromo-pyridin-3-yl) -1,3,4-thiadiazol-5-yl]-10α-methoxy-ergoline). Procedure details: Operating as in Example 2, but employing 6-methyl-8β-[5-(5-bromo-pyridin-3-yl)-1,3,4-thiadiazol-5-yl]-10α-methoxy-ergoline instead 6-methyl-8β-methy-[5-(5-bromo-pyridin-3-yl)-1,2,4-oxadiazol-3-yl]-10α-methoxy-ergoline, the title compound was obtained in 35% yield, m.p.131-137° C. Starting materials: O.O.[Sn](Cl)Cl (tin dichloride dihydrate), C(#N)C1=CC=C(C=C1)N1CC(=C(C=C1)N)[N+](=O)[O-] (N-(4-cyanophenyl)-4-amino-3-nitropyridine), C(C)O (ethanol), ice. Solvent: Cl (hydrochloric acid), O (water). Yields the product NC=1C=NC=CC1NC1=CC=C(C=C1)C#N (3-Amino-4-(4'-cyanophenyl)aminopyridine). Reaction SMILES: O.O.[Sn](Cl)Cl.[C:6]([C:8]1[CH:13]=[CH:12][C:11]([N:14]2C=C[C:17]([NH2:20])=[C:16]([N+:21]([O-])=O)[CH2:15]2)=[CH:10][CH:9]=1)#[N:7].[CH2:24](O)[CH3:25]>Cl.O>[NH2:21][C:16]1[CH:17]=[N:20][CH:24]=[CH:25][C:15]=1[NH:14][C:11]1[CH:10]=[CH:9][C:8]([C:6]#[N:7])=[CH:13][CH:12]=1 |f:0.1.2|. Reported procedure: According to a modification of the method of Pharm. Helv. Acta, 1975, 50, 188., tin dichloride dihydrate (56.4 g, 250 mmol) was added to a suspension of N-(4-cyanophenyl)-4-amino-3-nitropyridine (12.0 g, 50 mmol) in 2N aqueous hydrochloric acid (35 ml), water (150 ml) and ethanol (75 ml) and the resulting mixture was heated to reflux for 10 minutes under nitrogen. The mixture was cooled in ice, poured into ice-cold 2N aqueous sodium hydroxide (400 ml) and filtered. The creamy-coloured solid was ... Starting materials: CI, CO, COc1ccc2c(SC#N)c[nH]c2c1, [K+], [OH-]. The product is COc1ccc2c(SC)c[nH]c2c1. RXN SMILES: [CH3:15][I:16].[CH3:19][OH:20].[CH3:1][O:2][c:3]1[cH:4][cH:5][c:6]2[c:7]([S:12][C:13]#[N:14])[cH:8][nH:9][c:10]2[cH:11]1.[K+:18].[OH-:17]>>[CH3:1][O:2][c:3]1[cH:4][cH:5][c:6]2[c:7]([S:12][CH3:13])[cH:8][nH:9][c:10]2[cH:11]1. Reactants: C1(O)=CC(O)=CC=C1 (resorcinol), CC1CCC(CC1)O (4-methylcyclohexanol), C1(=CC=CC=C1)P(C1=CC=CC=C1)C1=CC=CC=C1 (triphenylphosphine), N(=NC(=O)OC(C)C)C(=O)OC(C)C (diisopropyl azodicarboxylate). Run in O1CCCC1 (tetrahydrofuran), O1CCCC1 (tetrahydrofuran). Conditions: time 12 hour. Yields the product CC1CCC(CC1)OC=1C=C(C=CC1)O (3-(4-methylcyclohexyloxy)phenol). The yield is 22.0%. As a reaction SMILES: [C:1]1([CH:8]=[CH:7][CH:6]=[C:4]([OH:5])[CH:3]=1)[OH:2].[CH3:9][CH:10]1[CH2:15][CH2:14][CH:13](O)[CH2:12][CH2:11]1.C1(P(C2C=CC=CC=2)C2C=CC=CC=2)C=CC=CC=1.N(C(OC(C)C)=O)=NC(OC(C)C)=O>O1CCCC1>[CH3:9][CH:10]1[CH2:15][CH2:14][CH:13]([O:2][C:1]2[CH:3]=[C:4]([OH:5])[CH:6]=[CH:7][CH:8]=2)[CH2:12][CH2:11]1. Procedure: In a four necked flask (2 L) sufficiently dried, substituted with nitrogen, and equipped with a dropping funnel, Dimroth condenser tube, thermometer and stirring blade, resorcinol (110 g, 1.0 mol), 4-methylcyclohexanol (114 g, 1.0 mol) and triphenylphosphine (393 g, 1.5 mol) were dissolved in dried tetrahydrofuran (500 ml) under a nitrogen gas stream, and a mixed solution of diisopropyl azodicarboxylate (269 g, 1.3 mol) and dried tetrahydrofuran (400 ml) was dropped for 1 hour while cooling with... Starting materials: CC(=O)O, CN(N)c1ccccc1, CCO, O=Cc1ccncc1. The product is CN(N=Cc1ccncc1)c1ccccc1. As a reaction SMILES: [CH3:10][C:11](=[O:12])[OH:13].[CH3:1][N:2]([NH2:3])[c:4]1[cH:5][cH:6][cH:7][cH:8][cH:9]1.[CH3:22][CH2:23][OH:24].[n:14]1[cH:15][cH:16][c:17]([CH:20]=[O:21])[cH:18][cH:19]1>>[CH3:1][N:2]([N:3]=[CH:20][c:17]1[cH:16][cH:15][n:14][cH:19][cH:18]1)[c:4]1[cH:5][cH:6][cH:7][cH:8][cH:9]1. RXN SMILES: [NH2:1][C:2]1[C:6]([Br:7])=[C:5]([CH3:8])[O:4][N:3]=1.[C:9]1([C:19]2[CH:24]=[CH:23][CH:22]=[CH:21][CH:20]=2)[CH:14]=[CH:13][C:12]([S:15](Cl)(=[O:17])=[O:16])=[CH:11][CH:10]=1>>[Br:7][C:6]1[C:2]([NH:1][S:15]([C:12]2[CH:11]=[CH:10][C:9]([C:19]3[CH:24]=[CH:23][CH:22]=[CH:21][CH:20]=3)=[CH:14][CH:13]=2)(=[O:17])=[O:16])=[N:3][O:4][C:5]=1[CH3:8]. The product is BrC=1C(=NOC1C)NS(=O)(=O)C1=CC=C(C=C1)C1=CC=CC=C1 (N-(4-bromo-5-methyl-3-isoxazolyl)-4-biphenylsulfonamide), product. Yield: 5.0%. Reported procedure: N-(4-bromo-5-methyl-3-isoxazolyl)-4-biphenylsulfonamide was prepared, using the method in Example 1 b, from 3-amino-4-bromo-5-methylisoxazole and 4-biphenylsulfonyl chloride in 5% yield. The product (m.p. 154°-156° C.) was isolated in 51% yield by column chromatography, after recrystallization from ethyl acetate/hexanes. N-(4-Biphenylsulfonyl)-No(4-bromo-5-methyl-3-isoxazolyl)-4-biphenylsulfonamide was obtained in 51% yield. The reactants are NC1=NOC(=C1Br)C (3-amino-4-bromo-5-methylisoxazole), C1(=CC=C(C=C1)S(=O)(=O)Cl)C1=CC=CC=C1 (4-biphenylsulfonyl chloride). Reactants: [Mg] (Magnesium), BrC1=CC=C(C=C1)C (p-bromotoluene), CC(C)C[AlH]CC(C)C (DIBAL), BrC1(NC=CC=C1)C (2-bromopicoline), [Mg] (magnesium). Run in O1CCCC1 (tetrahydrofuran), O1CCCC1 (tetrahydrofuran). Run at time 8 hour. The product is palladium(II)bis(triphenylphosphine)dichloride, CC1=CC=C(C=C1)C1=NC(=CC=C1)C (2-(4-methylphenyl)-6-methylpyridine). RXN SMILES: [Mg].Br[C:3]1[CH:8]=[CH:7][C:6]([CH3:9])=[CH:5][CH:4]=1.[CH3:10]C(C[AlH]CC(C)C)C.Br[C:20]1([CH3:26])[CH:25]=[CH:24][CH:23]=C[NH:21]1>O1CCCC1>[CH3:10][C:3]1[CH:8]=[CH:7][C:6]([C:9]2[CH:23]=[CH:24][CH:25]=[C:20]([CH3:26])[N:21]=2)=[CH:5][CH:4]=1. Reported procedure: Magnesium (1.6 g) and p-bromotoluene (10.2 g) in 100 ml of tetrahydrofuran were stirred and warmed until the reaction commenced. When the exothermic reaction had finished, the mixture was refluxed for 1 hour. In a separate flask, a solution of palladium(II)bis(triphenylphosphine)dichloride (1.4 g) in 60 ml of tetrahydrofuran was prepared, and 4 ml of DIBAL (1M in toluene) added, followed by 2-bromopicoline (6.9 g). To this mixture, the magnesium reagent prepared above was added dropwise, causing... Reactants: FC(C(=O)NC1=CC(=CC=C1)C(F)(F)F)(F)F (2,2,2-trifluoro-N-(3-trifluoromethylphenyl)-acetamide), P(Cl)(Cl)(Cl)(Cl)Cl (phosphorus pentachloride). Run at temperature 80 celsius. Product: FC(C(=NC1=CC(=CC=C1)C(F)(F)F)Cl)(F)F (2,2,2-trifluoro-N-(3-trifluoromethylphenyl)-ethanimidoyl chloride). Isolated yield 24.4%. RXN SMILES: [F:1][C:2]([F:17])([F:16])[C:3]([NH:5][C:6]1[CH:11]=[CH:10][CH:9]=[C:8]([C:12]([F:15])([F:14])[F:13])[CH:7]=1)=O.P(Cl)(Cl)(Cl)(Cl)[Cl:19]>>[F:1][C:2]([F:17])([F:16])[C:3]([Cl:19])=[N:5][C:6]1[CH:11]=[CH:10][CH:9]=[C:8]([C:12]([F:15])([F:14])[F:13])[CH:7]=1. Procedure: An intimate mixture of 120.3 g of the product of Step A and 106.6 g of phosphorus pentachloride was heated at 80° C. under an inert atmosphere for 5 hours and phosphorus oxychloride was distilled at 25° C. at 40 mm Hg to obtain 31.44 g of 2,2,2-trifluoro-N-(3-trifluoromethylphenyl)-ethanimidoyl chloride with a boiling point of 75° C. at 30 mm Hg. The reactants are C(C)(C)C1=CC=C(C=C1)O (p-isopropylphenol), BrCCCCl (1-bromo-3-chloropropane), C([O-])([O-])=O.[K+].[K+] (potassium carbonate). Run in CC(=O)C (acetone). Reaction conditions: time 0.5 hour. The product is ClCCCOC1=CC=C(C=C1)C(C)C (1-Chloro-3-(4-isopropylphenoxy)propane). Isolated yield 85.6%. Reaction SMILES: [CH:1]([C:4]1[CH:9]=[CH:8][C:7]([OH:10])=[CH:6][CH:5]=1)([CH3:3])[CH3:2].Br[CH2:12][CH2:13][CH2:14][Cl:15].C(=O)([O-])[O-].[K+].[K+]>CC(C)=O>[Cl:15][CH2:14][CH2:13][CH2:12][O:10][C:7]1[CH:8]=[CH:9][C:4]([CH:1]([CH3:3])[CH3:2])=[CH:5][CH:6]=1 |f:2.3.4|. Procedure: A mixture of 27.4 g (0.2 mole) of p-isopropylphenol, 63 g (0.4 mole) of 1-bromo-3-chloropropane and 82.9 g (0.6 mole) of anhydrous potassium carbonate in 1 liter of acetone was heated at reflux for 24 hr. The reaction mixture was cooled, filtered and filtrate concentrated. The residue was dissolved in 200 ml of benzene and treated with potassium hydroxide pellets to remove excess starting phenol. The mixture was stirred in ambient temperature for 0.5 hr, filtered through Celite® and the filtrate... The reactants are C=O (formaldehyde), C=O (formaldehyde), C1(=CC=CC=C1)O (phenol), C(C)(C)(CC(C)(C)C)C1=C(C=CC=C1)O (t-octylphenol), C=O (formaldehyde), C=O (formaldehyde), C=O (formaldehyde), C1(O)=CC(O)=CC=C1 (Resorcinol). Reagents/catalysts: C(C)(=O)[O-].[Zn+2].C(C)(=O)[O-] (zinc acetate). Conditions: temperature 40 celsius. The product is C1(O)=C(C(O)=CC=C1)C=O (resorcinol-formaldehyde). Reaction SMILES: [C:1]1([OH:7])C=CC=CC=1.C(C1C=CC=CC=1O)(CC(C)(C)C)(C)C.C=O.[C:25]1([CH:32]=[CH:31][CH:30]=[C:28]([OH:29])[CH:27]=1)[OH:26]>C([O-])(=O)C.[Zn+2].C([O-])(=O)C>[C:25]1([CH:32]=[CH:31][CH:30]=[C:28]([OH:29])[C:27]=1[CH:1]=[O:7])[OH:26] |f:4.5.6|. Reported procedure: Into a 1-liter reaction kettle equipped with a stirrer, thermometer, reflux condenser and an addition funnel, 128.3 grams of phenol (1.35 mole), 21.3 grams of t-octylphenol (0.10 mole) and 1.0 gram of zinc acetate catalyst were charged and heated to 35-45° C. Then, 59.9 grams of an aqueous formaldehyde (first) solution (37.6 wt. %; 0.75 mole) were added slowly for a period of about 10-15 minutes. After the formaldehyde addition, the reactor contents were stirred under reflux for about 90-180 min...